Dataset: the Open Reaction Database (ORD), a public repository of structured organic reaction records. Task: describe an organic reaction: reactants, conditions, products, and yield The reactants are [N+](=O)([O-])C12C3C4C5(C3C1C5C24)[N+](=O)[O-] (1,4-dinitrocubane), C(C(=O)Cl)(=O)Cl (oxalyl chloride). Product: 2-chloro-1,4-dinitrocubane,3, ClC12C3(C4C2(C2(C1C3C42)[N+](=O)[O-])Cl)[N+](=O)[O-] (2,5-dichloro-1,4-dinitrocubane). The yield is 68.0%. As a reaction SMILES: [N+:1]([C:4]12[CH:11]3[CH:6]4[C:7]5([N+:12]([O-:14])=[O:13])C3C1[CH:8]5[CH:5]24)([O-:3])=[O:2].[C:15]([Cl:20])(=O)[C:16]([Cl:18])=O>>[Cl:18][C:16]12[CH:11]3[CH:6]4[CH:5]5[C:4]3([N+:1]([O-:3])=[O:2])[C:15]1([Cl:20])[CH:8]5[C:7]24[N+:12]([O-:14])=[O:13]. Procedure details: A solution of 1,4-dinitrocubane (Eaton, P.E.; et al; J. Org. Chem.; 1984, 49, 185; Eaton, P.E.; Wicks, G.E.; J. Org. Chem.; 1988, 53, 5353) in oxalyl chloride was irradiated under a sunlamp for 12 h at room temperature. After removing oxalyl chloride under reduced pressure, the reaction mixture was hydrolyzed and partioned between ethyl acetate and 5% aqueous NaOH. From the organic phase was isolated 2-chloro-1,4-dinitrocubane,3, and 2,5-dichloro-1,4-dinitrocubane, 4. After acidification of the ...